From a dataset of the Open Reaction Database (ORD), a public repository of structured organic reaction records. describe an organic reaction: reactants, conditions, products, and yield The reactants are NC([C@H](CC1=CC=C(C=C1)C1=CC(=C(C=C1)F)C#N)NC(=O)C1(CCOCC1)NC(OC(C)(C)C)=O)=O ((S)-tert-Butyl 4-(1-amino-3-(3′-cyano-4′-fluorobiphenyl-4-yl)-1-oxopropan-2-ylcarbamoyl)tetrahydro-2H-pyran-4-ylcarbamate), CC[N+](CC)(CC)S(=O)(=O)N=C([O-])OC (Burgess' reagent). Run in ClCCl (dichloromethane). Reaction conditions: time 18 hour. The product is C(#N)[C@H](CC1=CC=C(C=C1)C1=CC=C(C=C1)C#N)NC(=O)C1(CCOCC1)NC(OC(C)(C)C)=O ((S)-tert-Butyl 4-(1-cyano-2-(4′-cyanobiphenyl-4-yl)ethylcarbamoyl)tetrahydro-2H-pyran-4-ylcarbamate), crude mixture. RXN SMILES: [NH2:1][C:2](=O)[C@@H:3]([NH:20][C:21]([C:23]1([NH:29][C:30](=[O:36])[O:31][C:32]([CH3:35])([CH3:34])[CH3:33])[CH2:28][CH2:27][O:26][CH2:25][CH2:24]1)=[O:22])[CH2:4][C:5]1[CH:10]=[CH:9][C:8]([C:11]2[CH:16]=[CH:15][C:14](F)=[C:13](C#N)[CH:12]=2)=[CH:7][CH:6]=1.C[CH2:39][N+:40](S(N=C(OC)[O-])(=O)=O)(CC)CC>ClCCl>[C:2]([C@@H:3]([NH:20][C:21]([C:23]1([NH:29][C:30](=[O:36])[O:31][C:32]([CH3:35])([CH3:33])[CH3:34])[CH2:24][CH2:25][O:26][CH2:27][CH2:28]1)=[O:22])[CH2:4][C:5]1[CH:10]=[CH:9][C:8]([C:11]2[CH:12]=[CH:13][C:14]([C:39]#[N:40])=[CH:15][CH:16]=2)=[CH:7][CH:6]=1)#[N:1]. Reported procedure: (S)-tert-Butyl 4-(1-amino-3-(3′-cyano-4′-fluorobiphenyl-4-yl)-1-oxopropan-2-ylcarbamoyl)tetrahydro-2H-pyran-4-ylcarbamate (Example 22, step (i), 366 mg) in dichloromethane (5 mL) was treated with Burgess' reagent (205 mg) and the mixture was stirred at room temperature for 18 h. The reaction mixture was evaporated to afford the sub-titled compound as a crude mixture (336 mg). Starting materials: CN1CCCC1=O, CCN(C(C)C)C(C)C, ClC1CNC1, Clc1nc(Cl)c2c(n1)C(c1ccccc1)CC2, Cl, O. Product: Clc1nc2c(c(N3CC(Cl)C3)n1)CCC2c1ccccc1. RXN SMILES: [CH3:33][N:34]1[CH2:35][CH2:36][CH2:37][C:38]1=[O:39].[CH:24]([N:25]([CH2:26][CH3:27])[CH:28]([CH3:29])[CH3:30])([CH3:31])[CH3:32].[Cl:1][CH:2]1[CH2:3][NH:4][CH2:5]1.[Cl:7][c:8]1[n:9][c:10]([Cl:23])[c:11]2[c:12]([n:13]1)[CH:14]([c:17]1[cH:18][cH:19][cH:20][cH:21][cH:22]1)[CH2:15][CH2:16]2.[ClH:6].[OH2:40]>>[Cl:1][CH:2]1[CH2:3][N:4]([c:10]2[n:9][c:8]([Cl:7])[n:13][c:12]3[c:11]2[CH2:16][CH2:15][CH:14]3[c:17]2[cH:18][cH:19][cH:20][cH:21][cH:22]2)[CH2:5]1. Reactants: CC(C)(C)OC(=O)NCCCC1(CS(=O)(=O)N2CCC(Oc3ccc(Cl)cn3)CC2)NC(=O)NC1=O, ClCCl, O=C(O)C(F)(F)F. The product is NCCCC1(CS(=O)(=O)N2CCC(Oc3ccc(Cl)cn3)CC2)NC(=O)NC1=O, O=C(O)C(F)(F)F. Reaction SMILES: [Cl:1][c:2]1[cH:3][cH:4][c:5]([O:8][CH:9]2[CH2:10][CH2:11][N:12]([S:15](=[O:16])(=[O:17])[CH2:18][C:19]3([CH2:26][CH2:27][CH2:28][NH:29][C:30](=[O:31])[O:32][C:33]([CH3:34])([CH3:35])[CH3:36])[NH:20][C:21](=[O:25])[NH:22][C:23]3=[O:24])[CH2:13][CH2:14]2)[n:6][cH:7]1.[Cl:44][CH2:45][Cl:46].[F:37][C:38]([C:39](=[O:40])[OH:41])([F:42])[F:43]>>[Cl:1][c:2]1[cH:3][cH:4][c:5]([O:8][CH:9]2[CH2:10][CH2:11][N:12]([S:15](=[O:16])(=[O:17])[CH2:18][C:19]3([CH2:26][CH2:27][CH2:28][NH2:29])[NH:20][C:21](=[O:25])[NH:22][C:23]3=[O:24])[CH2:13][CH2:14]2)[n:6][cH:7]1.[F:37][C:38]([C:39](=[O:40])[OH:41])([F:42])[F:43]. Starting materials: O=CC(=O)OCc1ccc([N+](=O)[O-])cc1, COP([O-])OC, Cc1ccc(S(=O)(=O)O)cc1, c1ccccc1. Product: COP(=O)(OC)C(O)C(=O)OCc1ccc([N+](=O)[O-])cc1. As a reaction SMILES: [C:1]([CH:2]=[O:3])(=[O:4])[O:5][CH2:6][c:7]1[cH:8][cH:9][c:10]([N+:13](=[O:14])[O-:15])[cH:11][cH:12]1.[CH3:16][O:17][P:18]([O:19][CH3:20])[O-:21].[c:22]1([CH3:23])[cH:24][cH:25][c:26]([S:27]([OH:28])(=[O:29])=[O:30])[cH:31][cH:32]1.[cH:33]1[cH:34][cH:35][cH:36][cH:37][cH:38]1>>[C:1]([CH:2]([OH:3])[P:18]([O:17][CH3:16])([O:19][CH3:20])=[O:21])(=[O:4])[O:5][CH2:6][c:7]1[cH:8][cH:9][c:10]([N+:13](=[O:14])[O-:15])[cH:11][cH:12]1. Starting materials: C(C)(C)(C)OC(=O)N[C@H](C(CN[C@@H](CC1=CC=CC=C1)C(=O)N[C@@H](CC(C)C)C(=O)OC(C)(C)C)O)CC(C)C (N-[(3S)-3-[[(t-butyloxy)carbonyl]amino]-2-hydroxy-5-methylhexyl]-L-phenylalanyl-L-leucine, t-butyl ester), CCOCC (ether), Cl (hydrogen chloride). Run in C(C)(=O)O (acetic acid). Conditions: time 2 hour. Product: Cl.N[C@H](C(CN[C@@H](CC1=CC=CC=C1)C(=O)N[C@@H](CC(C)C)C(=O)O)O)CC(C)C (N-[N-[(3S)-3-Amino-2-hydroxy-5-methylhexyl]-L-phenylalanyl]-L-leucine, hydrochloride salt). Reaction SMILES: C(OC([NH:8][C@@H:9]([CH2:37][CH:38]([CH3:40])[CH3:39])[CH:10]([OH:36])[CH2:11][NH:12][C@H:13]([C:21]([NH:23][C@H:24]([C:29]([O:31]C(C)(C)C)=[O:30])[CH2:25][CH:26]([CH3:28])[CH3:27])=[O:22])[CH2:14][C:15]1[CH:20]=[CH:19][CH:18]=[CH:17][CH:16]=1)=O)(C)(C)C.CCOCC.[ClH:46]>C(O)(=O)C>[ClH:46].[NH2:8][C@@H:9]([CH2:37][CH:38]([CH3:40])[CH3:39])[CH:10]([OH:36])[CH2:11][NH:12][C@H:13]([C:21]([NH:23][C@H:24]([C:29]([OH:31])=[O:30])[CH2:25][CH:26]([CH3:28])[CH3:27])=[O:22])[CH2:14][C:15]1[CH:20]=[CH:19][CH:18]=[CH:17][CH:16]=1 |f:4.5|. Procedure details: A solution of N-[N-[(3S)-3-[[(t-butyloxy)carbonyl]amino]-2-hydroxy-5-methylhexyl]-L-phenylalanyl-L-leucine, t-butyl ester (845 mg, 1.5 mmol) in 22 ml of 1.3N hydrogen chloride in acetic acid was allowed to stir at room temperature for 2 hours. The resultant thick white slurry was evaporated to dryness in vacuo. The residue was dissolved in water and the solution was microfiltered and concentrated in vacuo to give a white gummy residue. Trituration with ether afforded 698 mg of the title compound... The reactants are O=C([O-])[O-], COC(=O)c1cc(Cl)nc(CC(C)=O)c1, Cc1ccccc1, CCOCC, CCC(C)N, [Cs+], [Cs+], CC(=O)[O-], CC(=O)[O-], [Pd+2], c1ccc(P(c2ccccc2)c2ccc3ccccc3c2-c2c(P(c3ccccc3)c3ccccc3)ccc3ccccc23)cc1. Yields the product CCC(C)Nc1cc(C(=O)OC)cc(CC(C)=O)n1. Reaction SMILES: [C:62](=[O:63])([O-:64])[O-:65].[CH3:1][O:2][C:3]([c:4]1[cH:5][c:6]([Cl:14])[n:7][c:8]([CH2:10][C:11]([CH3:12])=[O:13])[cH:9]1)=[O:15].[CH3:73][c:74]1[cH:75][cH:76][cH:77][cH:78][cH:79]1.[CH3:80][CH2:81][O:82][CH2:83][CH3:84].[CH:68]([CH3:69])([CH2:70][CH3:71])[NH2:72].[Cs+:66].[Cs+:67].[O-:86][C:87]([CH3:88])=[O:89].[O-:90][C:91]([CH3:92])=[O:93].[Pd+2:85].[c:16]1([P:17]([c:18]2[cH:19][cH:20][cH:21][cH:22][cH:23]2)[c:24]2[cH:25][cH:26][c:27]3[c:28]([cH:29][cH:30][cH:31][cH:32]3)[c:33]2-[c:34]2[c:35]3[c:36]([cH:37][cH:38][cH:39][cH:40]3)[cH:41][cH:42][c:43]2[P:44]([c:45]2[cH:46][cH:47][cH:48][cH:49][cH:50]2)[c:51]2[cH:52][cH:53][cH:54][cH:55][cH:56]2)[cH:57][cH:58][cH:59][cH:60][cH:61]1>>[CH3:1][O:2][C:3]([c:4]1[cH:5][c:6]([NH:72][CH:68]([CH3:69])[CH2:70][CH3:71])[n:7][c:8]([CH2:10][C:11]([CH3:12])=[O:13])[cH:9]1)=[O:15].